This data is from the Open Reaction Database (ORD), a public repository of structured organic reaction records. The task is: describe an organic reaction: reactants, conditions, products, and yield Yield: 79.2%. Procedure details: To a solution of 4-bromo-1H-pyrazole (1.00 g, 6.80 mmol) in DMF (11.7 mL) at 0° C. was added 1 M solution of NaHMDS in THF (7.48 mL, 7.48 mmol) slowly over 2 min. The reaction mixture was stirred for 10 min and then the cooling bath was removed. After 30 min a solution of methyl 3-(bromomethyl)benzoate (1.71 g, 7.48 mmol) in DMF (1.9 mL) was added slowly, and the resulting mixture was stirred at room temperature overnight. At the conclusion of this period, the reaction mixture was quenched with ... Starting materials: BrC=1C=NNC1 (4-bromo-1H-pyrazole), solution, C[Si](C)(C)[N-][Si](C)(C)C.[Na+] (NaHMDS), C1CCOC1 (THF), BrCC=1C=C(C(=O)OC)C=CC1 (methyl 3-(bromomethyl)benzoate). Reaction conditions: time 10 minute. Product: BrC=1C=NN(C1)CC=1C=C(C(=O)OC)C=CC1 (Methyl 3-((4-bromo-1H-pyrazol-1-yl)methyl)benzoate). As a reaction SMILES: [Br:1][C:2]1[CH:3]=[N:4][NH:5][CH:6]=1.C[Si]([N-][Si](C)(C)C)(C)C.[Na+].C1COCC1.Br[CH2:23][C:24]1[CH:25]=[C:26]([CH:31]=[CH:32][CH:33]=1)[C:27]([O:29][CH3:30])=[O:28]>CN(C=O)C>[Br:1][C:2]1[CH:3]=[N:4][N:5]([CH2:23][C:24]2[CH:25]=[C:26]([CH:31]=[CH:32][CH:33]=2)[C:27]([O:29][CH3:30])=[O:28])[CH:6]=1 |f:1.2|. The solvent is CN(C)C=O (DMF), CN(C)C=O (DMF). Starting materials: N1C=NC(=C1)CCNC1CCCC=2C=CC=NC12 ([2-(1H-imidazol-4-yl)-ethyl]-(5,6,7,8-tetrahydro-quinolin-8-yl)-amine), CC=1C(=NC=C(C1)C)C=O (3,5-dimethyl-pyridine-2-carbaldehyde), [BH-](OC(=O)C)(OC(=O)C)OC(=O)C.[Na+] (NaBH(OAc)3). Solvent: C(Cl)Cl (CH2Cl2). Yields the product CC=1C(=NC=C(C1)C)CNC1CCCC=2C=CC=NC12 ((3,5-dimethyl-pyridin-2-ylmethyl)-(5,6,7,8-tetrahydro-quinolin-8-yl)-amine). RXN SMILES: N1C=C(CC[NH:8][CH:9]2[C:18]3[N:17]=[CH:16][CH:15]=[CH:14][C:13]=3[CH2:12][CH2:11][CH2:10]2)N=C1.[CH3:19][C:20]1[C:21]([CH:27]=O)=[N:22][CH:23]=[C:24]([CH3:26])[CH:25]=1.[BH-](OC(C)=O)(OC(C)=O)OC(C)=O.[Na+]>C(Cl)Cl>[CH3:19][C:20]1[C:21]([CH2:27][NH:8][CH:9]2[C:18]3[N:17]=[CH:16][CH:15]=[CH:14][C:13]=3[CH2:12][CH2:11][CH2:10]2)=[N:22][CH:23]=[C:24]([CH3:26])[CH:25]=1 |f:2.3|. Procedure: Using General Procedure B: Reaction of [2-(1H-imidazol-4-yl)-ethyl]-(5,6,7,8-tetrahydro-quinolin-8-yl)-amine and 3,5-dimethyl-pyridine-2-carbaldehyde in CH2Cl2 with NaBH(OAc)3 gave COMPOUND 380 as a yellow oil. 1H NMR (CDCl3) δ 1.60 (m, 1H), 1.90 (m, 2H), 2.05 (m, 2H), 2.11 (s, 3H), 2.18 (s, 3H), 2.47 (m, 1H), 2.75 (m, 2H), 2.90 (m, 2H), 3.77 (d, 1H, J=12.0 Hz), 4.04 (m, 2H), 6.65 (s, 1H), 7.04 (t, 2H, J=6.0 Hz), 7.31 (d, 1H, J=9.0 Hz), 7.55 (s, 1H), 8.09 (s, 1H), 8.43 (d, 1H, J=3.0 Hz). 13C NMR... Reactants: FC1=CC=C(C=C1)C(CN1CCN(CC1)C(=O)OC(C)(C)C)=O (tert-Butyl 4-(2-(4-fluorophenyl)-2-oxoethyl)piperazine-1-carboxylate), Cl (HCl). The solvent is O1CCOCC1 (dioxane), O1CCOCC1 (dioxane). Product: FC1=CC=C(C=C1)C(CN1CCNCC1)=O (1-(4-Fluorophenyl)-2-(piperazin-1-yl)ethanone). Yield: 88.8%. Reaction SMILES: [F:1][C:2]1[CH:7]=[CH:6][C:5]([C:8](=[O:23])[CH2:9][N:10]2[CH2:15][CH2:14][N:13](C(OC(C)(C)C)=O)[CH2:12][CH2:11]2)=[CH:4][CH:3]=1.Cl>O1CCOCC1>[F:1][C:2]1[CH:7]=[CH:6][C:5]([C:8](=[O:23])[CH2:9][N:10]2[CH2:11][CH2:12][NH:13][CH2:14][CH2:15]2)=[CH:4][CH:3]=1. Reported procedure: tert-Butyl 4-(2-(4-fluorophenyl)-2-oxoethyl)piperazine-1-carboxylate (8.65 g, 26.8 mmol), 4 M HCl in dioxane (6 mL) and dioxane (20 mL) were stirred at 43° C. for 1 h. The solvent was removed under reduced pressure and the residue was dried in a vacuum oven to yield the title compound (5.29 g). Exact mass calculated for C12H15FN2O: 222.1. Found: 223.4 (M+H+).